This data is from the Open Reaction Database (ORD), a public repository of structured organic reaction records. The task is: describe an organic reaction: reactants, conditions, products, and yield Reactants: ClC1=NC=CC=2C1=CN(N2)C2=C(C=CC=C2Cl)Cl (4-chloro-2-(2,6-dichlorophenyl)-2H-pyrazolo[4,3-c]pyridine), NC1=NC(=NC(=C1)C)C (4-amino-2,6-dimethylpyrimidine), CC1(C2=C(C(=CC=C2)P(C3=CC=CC=C3)C4=CC=CC=C4)OC5=C(C=CC=C51)P(C6=CC=CC=C6)C7=CC=CC=C7)C (Xantphos), C([O-])([O-])=O.[Cs+].[Cs+] (cesium carbonate). Reagents/catalysts: C=1C=CC(=CC1)/C=C/C(=O)/C=C/C2=CC=CC=C2.C=1C=CC(=CC1)/C=C/C(=O)/C=C/C2=CC=CC=C2.C=1C=CC(=CC1)/C=C/C(=O)/C=C/C2=CC=CC=C2.[Pd].[Pd] (Pd2(dba)3). Run in O1CCOCC1 (dioxane). Product: ClC1=C(C(=CC=C1)Cl)N1N=C2C(C(=NC=C2)NC2=NC(=NC(=C2)C)C)=C1 ([2-(2,6-Dichlorophenyl)-2H-pyrazolo[4,3-c]pyridine-4-yl]-(2,6-dimethylpyrimidin-4-yl)amine). Yield: 86.1%. Reaction SMILES: Cl[C:2]1[C:7]2=[CH:8][N:9]([C:11]3[C:16]([Cl:17])=[CH:15][CH:14]=[CH:13][C:12]=3[Cl:18])[N:10]=[C:6]2[CH:5]=[CH:4][N:3]=1.[NH2:19][C:20]1[CH:25]=[C:24]([CH3:26])[N:23]=[C:22]([CH3:27])[N:21]=1.CC1(C)C2C(=C(P(C3C=CC=CC=3)C3C=CC=CC=3)C=CC=2)OC2C(P(C3C=CC=CC=3)C3C=CC=CC=3)=CC=CC1=2.C(=O)([O-])[O-].[Cs+].[Cs+]>O1CCOCC1.C1C=CC(/C=C/C(/C=C/C2C=CC=CC=2)=O)=CC=1.C1C=CC(/C=C/C(/C=C/C2C=CC=CC=2)=O)=CC=1.C1C=CC(/C=C/C(/C=C/C2C=CC=CC=2)=O)=CC=1.[Pd].[Pd]>[Cl:18][C:12]1[CH:13]=[CH:14][CH:15]=[C:16]([Cl:17])[C:11]=1[N:9]1[CH:8]=[C:7]2[C:2]([NH:19][C:20]3[CH:25]=[C:24]([CH3:26])[N:23]=[C:22]([CH3:27])[N:21]=3)=[N:3][CH:4]=[CH:5][C:6]2=[N:10]1 |f:3.4.5,7.8.9.10.11|. Procedure details: A suspension of 4-chloro-2-(2,6-dichlorophenyl)-2H-pyrazolo[4,3-c]pyridine (200 mg, 0.57 mmol), 4-amino-2,6-dimethylpyrimidine (95 mg, 0.77 mmol), Pd2(dba)3 (16 mg, 0.018 mmol), Xantphos (39 mg, 0.067 mmol) and cesium carbonate (437 mg, 1.34 mmol) in dioxane (5 mL) was sealed in a microwave vial, purged with nitrogen and irradiated at 150° C. for 25 minutes in the microwave. The reaction mixture was cooled and partitioned between ethyl acetate and water. The organic layer was washed with brine, ...